Dataset: the Open Reaction Database (ORD), a public repository of structured organic reaction records. Task: describe an organic reaction: reactants, conditions, products, and yield Starting materials: C(C1=CC=CC=C1)OC=1C=C(C2=C(N=C(S2)NC(=O)NCC)C1)Br (1-(5-(benzyloxy)-7-bromobenzo[d]thiazol-2-yl)-3-ethylurea), CN(C)C=O (DMF). The reagents and catalysts are C=1C=CC(=CC1)/C=C/C(=O)/C=C/C2=CC=CC=C2.C=1C=CC(=CC1)/C=C/C(=O)/C=C/C2=CC=CC=C2.C=1C=CC(=CC1)/C=C/C(=O)/C=C/C2=CC=CC=C2.[Pd].[Pd] (Tris(dibenzylideneacetone)dipalladium(0)), [C-]#N.[Zn+2].[C-]#N (zinc cyanide), C1(=CC=CC=C1)P([C-]1C=CC=C1)C1=CC=CC=C1.[C-]1(C=CC=C1)P(C1=CC=CC=C1)C1=CC=CC=C1.[Fe+2] (1,1′-bis(diphenylphosphino)ferrocene), C(C)(=O)[O-].[Zn+2].C(C)(=O)[O-] (zinc acetate), [Zn] (zinc). The solvent is O (water). Run at temperature 100 celsius. Yields the product C(C1=CC=CC=C1)OC=1C=C(C2=C(N=C(S2)NC(=O)NCC)C1)C#N (1-(5-(Benzyloxy)-7-cyanobenzo[d]thiazol-2-yl)-3-ethylurea). The yield is 100.0%. Reaction SMILES: [CH2:1]([O:8][C:9]1[CH:10]=[C:11](Br)[C:12]2[S:16][C:15]([NH:17][C:18]([NH:20][CH2:21][CH3:22])=[O:19])=[N:14][C:13]=2[CH:23]=1)[C:2]1[CH:7]=[CH:6][CH:5]=[CH:4][CH:3]=1.[CH3:25][N:26](C=O)C>O.[C-]#N.[Zn+2].[C-]#N.C1(P(C2C=CC=CC=2)[C-]2C=CC=C2)C=CC=CC=1.[C-]1(P(C2C=CC=CC=2)C2C=CC=CC=2)C=CC=C1.[Fe+2].C([O-])(=O)C.[Zn+2].C([O-])(=O)C.[Zn].C1C=CC(/C=C/C(/C=C/C2C=CC=CC=2)=O)=CC=1.C1C=CC(/C=C/C(/C=C/C2C=CC=CC=2)=O)=CC=1.C1C=CC(/C=C/C(/C=C/C2C=CC=CC=2)=O)=CC=1.[Pd].[Pd]>[CH2:1]([O:8][C:9]1[CH:10]=[C:11]([C:25]#[N:26])[C:12]2[S:16][C:15]([NH:17][C:18]([NH:20][CH2:21][CH3:22])=[O:19])=[N:14][C:13]=2[CH:23]=1)[C:2]1[CH:7]=[CH:6][CH:5]=[CH:4][CH:3]=1 |f:3.4.5,6.7.8,9.10.11,13.14.15.16.17|. Procedure details: 1-(5-(benzyloxy)-7-bromobenzo[d]thiazol-2-yl)-3-ethylurea (5.00 g, 12.29 mmol), zinc cyanide (1.58 g, 13.49 mmol), 1,1′-bis(diphenylphosphino)ferrocene (20 mg, 0.033 mmol), zinc acetate (90 mg, 0.50 mmol) and zinc dust (33.3 mg, 0.50 mmol) were stirred in a reaction tube in degassed DMF (60 ml) and water (600 ul). Tris(dibenzylideneacetone)dipalladium(0) (113.2 mg, 0.133 mmol) was added and the reaction purged with N2, sealed and heated to 100° C. for 18 h with stirring. LCMS indicated clean con...